The task is: describe an organic reaction: reactants, conditions, products, and yield. This data is from the Open Reaction Database (ORD), a public repository of structured organic reaction records. RXN SMILES: [C:26]([O:27][CH3:28])([CH3:29])([CH3:30])[CH3:31].[C:7]([CH2:8][CH2:9][CH3:10])(=[O:11])[C:12]1=[C:17]([OH:18])[CH2:16][CH:15]([CH:19]2[CH2:20][S:21][CH2:22][CH2:23][CH2:24]2)[CH2:14][C:13]1=[O:25].[Cl:1][C:2]([C:3]([Cl:4])=[O:5])=[O:6]>>[Cl:1][C:17]1=[C:12]([C:7]([CH2:8][CH2:9][CH3:10])=[O:11])[C:13](=[O:25])[CH2:14][CH:15]([CH:19]2[CH2:20][S:21][CH2:22][CH2:23][CH2:24]2)[CH2:16]1. The reactants are COC(C)(C)C, CCCC(=O)C1=C(O)CC(C2CCCSC2)CC1=O, O=C(Cl)C(=O)Cl. Product: CCCC(=O)C1=C(Cl)CC(C2CCCSC2)CC1=O. The reactants are Compound 36A, CN(C)C(=[N+](C)C)ON1C2=C(C=CC=C2)N=N1.[B-](F)(F)(F)F (TBTU), CCN(C(C)C)C(C)C (DIEA), CN(C)C=O (DMF), C(C)OC(C1=CC(=C(C=C1)N[C@@H]1CC[C@H](CC1)O)N)=O (3-Amino-4-(trans-4-hydroxy-cyclohexylamino)-benzoic acid ethyl ester). Run at time 20 hour. Product: O[C@@H]1CC[C@H](CC1)N1C(=NC2=C1C=CC(=C2)C(=O)O)C=2C=C1N=CC(=NC1=CC2)C2=CC=CC=C2 (1-(trans-4-Hydroxy-cyclohexyl)-2-(2-phenyl-quinoxalin-6-yl)-1H-benzoimidazole-5-carboxylic acid). RXN SMILES: CN(C(ON1N=N[C:11]2[CH:12]=[CH:13][CH:14]=[CH:15][C:10]1=2)=[N+](C)C)C.[B-](F)(F)(F)F.CC[N:25]([CH:29](C)C)[CH:26]([CH3:28])C.C([O:34][C:35](=[O:51])[C:36]1[CH:41]=[CH:40][C:39]([NH:42][C@H:43]2[CH2:48][CH2:47][C@H:46]([OH:49])[CH2:45][CH2:44]2)=[C:38]([NH2:50])[CH:37]=1)C.C[N:53]([CH:55]=O)[CH3:54]>>[OH:49][C@H:46]1[CH2:45][CH2:44][C@H:43]([N:42]2[C:39]3[CH:40]=[CH:41][C:36]([C:35]([OH:34])=[O:51])=[CH:37][C:38]=3[N:50]=[C:41]2[C:36]2[CH:35]=[C:54]3[C:26](=[CH:28][CH:37]=2)[N:25]=[C:29]([C:10]2[CH:11]=[CH:12][CH:13]=[CH:14][CH:15]=2)[CH:55]=[N:53]3)[CH2:48][CH2:47]1 |f:0.1|. Procedure details: Compound 36A Y=Phenyl, (200 mg, 0.8 mmol) was activated in 8 mL DMF with TBTU (282 mg, 0.88 mmol) and DIEA (0.285 mL, 1.6 mmol) for 30 minutes at room temperature. This solution was then added to Compound 579b (265 mg, 0.95 mmol) and stirred at ambient temperature for 20 hours. The reaction was concentrated to a residue in-vacuo and then dissolved in acetic acid (20 mL) and refluxed overnight. In the morning, the acetic acid was removed in-vacuo and the crude residue dissolved in a mixture of TH... Reactants: [Cl-].[Na+] (sodium chloride), ClC1=CC=C(C(=N1)NCC1OCCO1)[N+](=O)[O-] (6-chloro-N-(1,3-dioxolan-2-ylmethyl)-3-nitropyridin-2-amine). Reagents/catalysts: [Fe] (iron). Solvent: C(C)O (ethanol), O (water). Conditions: time 20 minute. Product: NC=1C(=NC(=CC1)Cl)NCC1OCCO1 (3-amino-6-chloro-2-(1,3-dioxolan-2-ylmethyl)aminopyridine). Isolated yield 73.5%. Reaction SMILES: [Cl-].[Na+].[Cl:3][C:4]1[N:9]=[C:8]([NH:10][CH2:11][CH:12]2[O:16][CH2:15][CH2:14][O:13]2)[C:7]([N+:17]([O-])=O)=[CH:6][CH:5]=1>C(O)C.O.[Fe]>[NH2:17][C:7]1[C:8]([NH:10][CH2:11][CH:12]2[O:16][CH2:15][CH2:14][O:13]2)=[N:9][C:4]([Cl:3])=[CH:5][CH:6]=1 |f:0.1|. Reported procedure: To a suspension of 13 g of iron powder in 650 mL of ethanol and 350 mL of water, 14 g of sodium chloride was added, and the mixture was heated under reflux while stirring for 20 minutes. Thereto was added 10 g of 6-chloro-N-(1,3-dioxolan-2-ylmethyl)-3-nitropyridin-2-amine at 65° C., and the mixture was heated under reflux while stirring for 30 minutes. The insoluble substance was filtered off, the solvent was distilled off to be 300 mL under reduced pressure, ethyl acetate was added thereto, the... The reactants are C(C)(C)(C)OC(=O)N1C(CCC1)CC1=CN(C2=CC(=CC=C12)F)C(C)=O (2-(1-Acetyl-6-fluoro-1H-indol-3-ylmethyl)-pyrrolidine-1-carboxylic acid tert-butyl ester), [OH-].[Na+] (NaOH). The solvent is CO (MeOH). Conditions: temperature 0 celsius, time 30 minute. The product is C(C)(C)(C)OC(=O)N1C(CCC1)CC1=CNC2=CC(=CC=C12)F (2-(6-Fluoro-1H-indol-3-ylmethyl)-pyrrolidine-1-carboxylic acid tert-butyl ester). The yield is 74.8%. RXN SMILES: [C:1]([O:5][C:6]([N:8]1[CH2:12][CH2:11][CH2:10][CH:9]1[CH2:13][C:14]1[C:22]2[C:17](=[CH:18][C:19]([F:23])=[CH:20][CH:21]=2)[N:16](C(=O)C)[CH:15]=1)=[O:7])([CH3:4])([CH3:3])[CH3:2].[OH-].[Na+]>CO>[C:1]([O:5][C:6]([N:8]1[CH2:12][CH2:11][CH2:10][CH:9]1[CH2:13][C:14]1[C:22]2[C:17](=[CH:18][C:19]([F:23])=[CH:20][CH:21]=2)[NH:16][CH:15]=1)=[O:7])([CH3:4])([CH3:2])[CH3:3] |f:1.2|. Procedure: A solution containing crude 19 (48 g) in reagent grade MeOH (480 mL) was cooled to 0° C. Aqueous NaOH (1 M, 144 mL) was added in one portion. After 30 min, TLC analysis revealed complete consumption of starting material [TLC analysis, 3:2 hexane/EtOAc, Rf(19)=0.7; Rf(20)=0.8]. The reaction mixture was neutralized with 1 N HCl and the product was extracted with DCM. The DCM extracts were washed with water, brine, dried over anhydrous Na2SO4, filtered, and concentrated. The crude product was absor... The reactants are C1(=CC=CC=C1)N=[N+]=[N-] (phenylazide), C(C)(C)(C)OC(=O)N1CCC(=CC1)C#C (1-tert-butoxycarbonyl-4-ethynyl-1,2,3,6-tetrahydropyridine). Run in C1(=CC=CC=C1)C (toluene). The product is C(C)(C)(C)OC(=O)N1CCC(=CC1)C=1N=NN(C1)C1=CC=CC=C1 (1-tert-butoxycarbonyl-4-(1-phenyl-1,2,3-triazol-4-yl)-1,2,3,6-tetrahydropyridine), solid. The yield is 27.0%. RXN SMILES: [C:1]1([N:7]=[N+:8]=[N-:9])[CH:6]=[CH:5][CH:4]=[CH:3][CH:2]=1.[C:10]([O:14][C:15]([N:17]1[CH2:22][CH:21]=[C:20]([C:23]#[CH:24])[CH2:19][CH2:18]1)=[O:16])([CH3:13])([CH3:12])[CH3:11]>C1(C)C=CC=CC=1>[C:10]([O:14][C:15]([N:17]1[CH2:18][CH:19]=[C:20]([C:23]2[N:9]=[N:8][N:7]([C:1]3[CH:6]=[CH:5][CH:4]=[CH:3][CH:2]=3)[CH:24]=2)[CH2:21][CH2:22]1)=[O:16])([CH3:13])([CH3:12])[CH3:11]. Reported procedure: A mixture of the crude phenylazide (1.37 g, 11.5 mmol) from above and 1-tert-butoxycarbonyl-4-ethynyl-1,2,3,6-tetrahydropyridine (2 g, 9.6 mmol) (Example 1) in toluene (20 ml) was refluxed for 24 hours. The reaction was cooled and the solvent evaporated in vacuo. The crude residue was chromatographed on silica eluting with ethyl acetate/petrol (60°-80° C.) (1:2) to give the 1-tert-butoxycarbonyl-4-(1-phenyl-1,2,3-triazol-4-yl)-1,2,3,6-tetrahydropyridine as a tan waxy solid (853 mg, 27%), δH (CDC... The reactants are CNC, [CH3], CCn1cc(C(=O)O)c(=O)c2cc(Cl)c(Cl)cc21, CN(C)C=O. Yields the product CCn1cc(C(=O)O)c(=O)c2cc(Cl)c(N(C)C)cc21. As a reaction SMILES: [CH3:1][NH:2][CH3:3].[CH3:27].[Cl:4][c:5]1[cH:6][c:7]2[c:8](=[O:21])[c:9]([C:18](=[O:19])[OH:20])[cH:10][n:11]([CH2:16][CH3:17])[c:12]2[cH:13][c:14]1[Cl:15].[O:22]=[CH:23][N:24]([CH3:25])[CH3:26]>>[CH3:1][N:2]([CH3:3])[c:14]1[c:5]([Cl:4])[cH:6][c:7]2[c:8](=[O:21])[c:9]([C:18](=[O:19])[OH:20])[cH:10][n:11]([CH2:16][CH3:17])[c:12]2[cH:13]1. Reactants: B(Br)(Br)Br (boron tribromide), ClC1=CC=C(C(=O)C(C)N2C(N(C(=C2)C)C2=CC=C(C=C2)N2CCN(CC2)C2=CC=C(C=C2)OC)=O)C=C1 (1-[1-(4-chlorobenzoyl)ethyl]-1,3-dihydro-3-[4-[4-(4-methoxyphenyl)-1-piperazinyl]phenyl]-4-methyl-2H-imidazol-2-one), [NH4+].[OH-] (NH4OH). Solvent: ClCCl (dichloromethane), ClCCl (dichloromethane), ClCCl (dichloromethane). Reaction conditions: time 2 hour. The product is ClC1=CC=C(C(=O)C(C)N2C(N(C(=C2)C)C2=CC=C(C=C2)N2CCN(CC2)C2=CC=C(C=C2)O)=O)C=C1 (1-[1-(4-chlorobenzoyl)ethyl]-1,3-dihydro-3-[4-[4-(4-hydroxyphenyl)-1-piperazinyl]phenyl]-4-methyl-2H-imidazol-2-one). The yield is 72.4%. As a reaction SMILES: B(Br)(Br)Br.[Cl:5][C:6]1[CH:42]=[CH:41][C:9]([C:10]([CH:12]([N:14]2[CH:18]=[C:17]([CH3:19])[N:16]([C:20]3[CH:25]=[CH:24][C:23]([N:26]4[CH2:31][CH2:30][N:29]([C:32]5[CH:37]=[CH:36][C:35]([O:38]C)=[CH:34][CH:33]=5)[CH2:28][CH2:27]4)=[CH:22][CH:21]=3)[C:15]2=[O:40])[CH3:13])=[O:11])=[CH:8][CH:7]=1.[NH4+].[OH-]>ClCCl>[Cl:5][C:6]1[CH:42]=[CH:41][C:9]([C:10]([CH:12]([N:14]2[CH:18]=[C:17]([CH3:19])[N:16]([C:20]3[CH:25]=[CH:24][C:23]([N:26]4[CH2:31][CH2:30][N:29]([C:32]5[CH:37]=[CH:36][C:35]([OH:38])=[CH:34][CH:33]=5)[CH2:28][CH2:27]4)=[CH:22][CH:21]=3)[C:15]2=[O:40])[CH3:13])=[O:11])=[CH:8][CH:7]=1 |f:2.3|. Reported procedure: To a mixture of 25 g of boron tribromide and 100 ml of dichloromethane was added dropwise a solution of 6.1 g of 1-[1-(4-chlorobenzoyl)ethyl]-1,3-dihydro-3-[4-[4-(4-methoxyphenyl)-1-piperazinyl]phenyl]-4-methyl-2H-imidazol-2-one in 200 ml of dichloromethane (temp<10° C.). After stirring for 2 hours, the reaction mixture was poured into a mixture of NH4OH and ice. Then there were added 300 ml of dichloromethane and the whole was stirred for 1 hour. The organic layer was separated, dried, filtered...